describe an organic reaction: reactants, conditions, products, and yield From a dataset of the Open Reaction Database (ORD), a public repository of structured organic reaction records. Starting materials: C(C1=CC=CC=C1)[C@H]1N(C(OC1)=O)C([C@H](CCN(C)CCCC1=CC=C(C=C1)F)CC1=CC(=C(C(=C1)C)F)C)=O ((R)-4-benzyl-3-((S)-2-(4-fluoro-3,5-dimethyl-benzyl)-4-{[3-(4-fluoro-phenyl)-propyl]-methyl-amino}-butyryl)-oxazolidin-2-one), [C-]#N.[K+] (KCN), C1CCOC1.CO (THF MeOH), Cl (HCl). Reaction conditions: time 8 hour. The product is FC1=C(C=C(C[C@H](C(=O)NO)CCN(C)CCCC2=CC=C(C=C2)F)C=C1C)C ((S)-2-(4-Fluoro-3,5-dimethyl-benzyl)-4-{[3-(4-fluoro-phenyl)-propyl]-methyl-amino}-N-hydroxy-butyramide). Yield: 66.0%. Reaction SMILES: C([C@@H]1COC(=O)[N:9]1[C:14](=[O:40])[C@@H:15]([CH2:30][C:31]1[CH:36]=[C:35]([CH3:37])[C:34]([F:38])=[C:33]([CH3:39])[CH:32]=1)[CH2:16][CH2:17][N:18]([CH2:20][CH2:21][CH2:22][C:23]1[CH:28]=[CH:27][C:26]([F:29])=[CH:25][CH:24]=1)[CH3:19])C1C=CC=CC=1.[C-]#N.[K+].Cl.C1C[O:48]CC1.CO>>[F:38][C:34]1[C:35]([CH3:37])=[CH:36][C:31]([CH2:30][C@@H:15]([CH2:16][CH2:17][N:18]([CH2:20][CH2:21][CH2:22][C:23]2[CH:28]=[CH:27][C:26]([F:29])=[CH:25][CH:24]=2)[CH3:19])[C:14]([NH:9][OH:48])=[O:40])=[CH:32][C:33]=1[CH3:39] |f:1.2,4.5|. Procedure: To a solution of (R)-4-benzyl-3-((S)-2-(4-fluoro-3,5-dimethyl-benzyl)-4-{[3-(4-fluoro-phenyl)-propyl]-methyl-amino}-butyryl)-oxazolidin-2-one (0.033 g, 0.0601 mmol) in 2.5 mL of THF/MeOH/50% NH2OH—H2O (2:2:1), was added KCN (0.001 g, 0.006 mmol). After stirring at room temperature overnight, the reaction mixture was acidified with concentrated HCl to pH=2 and filtered. The product was isolated by RP-HPLC eluting with 20-100% acetonitrile (0.025% TFA)/water (0.025% TFA) to give the title compound... Procedure details: A suspension of 2,7-diamino-5,10-dioxo-4,5,9,10-tetrahydro-4,9-dioxapyrene (500 mg) in tetrahyrofuran (4 ml) was added to a mixture of phosphorus oxychloride (0.7 ml) and N-formylpyrrolidine (2 ml) and tetrahydrofuran (4 ml), the temperature of the mixture being kept at 5° C. The resulting mixture was stirred for 30 minutes at room temperature, heated at 80° C. for 1 hour and worked up as described in Example 1, paragraph 1. Yield 68%, melting point 275° C. (decomposition) (CHCl3 /methanol). RXN SMILES: [NH2:1][C:2]1[CH:15]=[C:14]2[C:16]3[C:17]4[C:11]([C:12](=[O:18])[O:13]2)=[CH:10][C:9]([NH2:19])=[CH:8][C:7]=4[O:6][C:5](=[O:20])[C:4]=3[CH:3]=1.P(Cl)(Cl)(Cl)=O.[CH:26]([N:28]1[CH2:32][CH2:31][CH2:30][CH2:29]1)=O.C(Cl)(Cl)Cl.CO>O1CCCC1>[N:28]1([CH:26]=[N:19][C:9]2[CH:8]=[C:7]3[C:17]4[C:16]5[C:4]([C:5](=[O:20])[O:6]3)=[CH:3][C:2]([N:1]=[CH:26][N:28]3[CH2:32][CH2:31][CH2:30][CH2:29]3)=[CH:15][C:14]=5[O:13][C:12](=[O:18])[C:11]=4[CH:10]=2)[CH2:32][CH2:31][CH2:30][CH2:29]1 |f:3.4|. Run in O1CCCC1 (tetrahyrofuran), O1CCCC1 (tetrahydrofuran). Yields the product N1(CCCC1)C=NC1=CC=2C(OC=3C=C(C=C4C(OC(=C1)C2C43)=O)N=CN4CCCC4)=O (2,7-Di-(pyrrolidinomethyleneamino)-5,10-dioxo-4,5,9,10-tetrahydro-4,9-dioxapyrene). Run at time 30 minute. Starting materials: C(Cl)(Cl)Cl.CO (CHCl3 methanol), NC1=CC=2C(OC=3C=C(C=C4C(OC(=C1)C2C43)=O)N)=O (2,7-diamino-5,10-dioxo-4,5,9,10-tetrahydro-4,9-dioxapyrene), P(=O)(Cl)(Cl)Cl (phosphorus oxychloride), C(=O)N1CCCC1 (N-formylpyrrolidine). Yield: 68.0%.